describe an organic reaction: reactants, conditions, products, and yield From a dataset of the Open Reaction Database (ORD), a public repository of structured organic reaction records. The reactants are BrC=1C=C(OCC2=C(C(=O)O)C=CC=N2)C=CC1 (2-(3-Bromophenoxymethyl)nicotinic acid), polyphosphoric acid, [OH-].[Na+] (sodium hydroxide). RXN SMILES: [Br:1][C:2]1[CH:3]=[C:4]([CH:16]=[CH:17][CH:18]=1)[O:5][CH2:6][C:7]1[N:15]=[CH:14][CH:13]=[CH:12][C:8]=1[C:9]([OH:11])=O.[OH-].[Na+]>>[Br:1][C:2]1[CH:18]=[CH:17][C:16]2[C:9](=[O:11])[C:8]3[C:7]([CH2:6][O:5][C:4]=2[CH:3]=1)=[N:15][CH:14]=[CH:13][CH:12]=3 |f:1.2|. Procedure details: [step 1] 4-Azaphthalide (15.0 g, 111.0 mmol) and 3-bromophenol (21.0 g, 121.4 mmol) were suspended in xylene (450 mL), and 28% sodium methoxide methanol solution (31.5 mL, 166.5 mmol) was added dropwise at 140° C. After stirring at 140° C. for 1 hr, DMF (10 mL) was added and the mixture was further stirred for 3 hr. Water and toluene were added to the reaction mixture, and the mixture was partitioned. The aqueous layer was neutralized with hydrochloric acid and the precipitated solid was collect... Product: BrC1=CC2=C(C(C=3C(=NC=CC3)CO2)=O)C=C1 (8-bromo-5-oxo-5,11-dihydrobenzooxepino[3,4-b]pyridine). Isolated yield 26.7%. Reactants: CC(C)(C)[Si](C)(C)OCC1CN2CCOCC2CN1, CC(C)(C)[O-], Cc1ccccc1, CCOC(C)=O, CN(C)c1ccccc1-c1ccccc1P(C1CCCCC1)C1CCCCC1, CN(C(=O)C(C)(C)c1cc(C(F)(F)F)cc(C(F)(F)F)c1)c1cnc(Cl)cc1-c1ccc(F)cc1Cl, [Na+]. Product: CN(C(=O)C(C)(C)c1cc(C(F)(F)F)cc(C(F)(F)F)c1)c1cnc(N2CC3COCCN3CC2CO[Si](C)(C)C(C)(C)C)cc1-c1ccc(F)cc1Cl. RXN SMILES: [CH3:37][C:38]([CH3:39])([CH3:40])[Si:41]([O:42][CH2:43][CH:44]1[NH:45][CH2:46][CH:47]2[CH2:48][O:49][CH2:50][CH2:51][N:52]2[CH2:53]1)([CH3:54])[CH3:55].[CH3:56][C:57]([CH3:58])([O-:59])[CH3:60].[CH3:90][c:91]1[cH:92][cH:93][cH:94][cH:95][cH:96]1.[CH3:97][CH2:98][O:99][C:100]([CH3:101])=[O:102].[CH:62]1([P:63]([CH:64]2[CH2:65][CH2:66][CH2:67][CH2:68][CH2:69]2)[c:70]2[cH:71][cH:72][cH:73][cH:74][c:75]2-[c:76]2[cH:77][cH:78][cH:79][cH:80][c:81]2[N:82]([CH3:83])[CH3:84])[CH2:85][CH2:86][CH2:87][CH2:88][CH2:89]1.[F:1][C:2]([c:3]1[cH:4][c:5]([C:13]([C:14](=[O:15])[N:16]([CH3:17])[c:18]2[cH:19][n:20][c:21]([Cl:32])[cH:22][c:23]2-[c:24]2[c:25]([Cl:31])[cH:26][c:27]([F:30])[cH:28][cH:29]2)([CH3:33])[CH3:34])[cH:6][c:7]([C:9]([F:10])([F:11])[F:12])[cH:8]1)([F:35])[F:36].[Na+:61]>>[F:1][C:2]([c:3]1[cH:4][c:5]([C:13]([C:14](=[O:15])[N:16]([CH3:17])[c:18]2[cH:19][n:20][c:21]([N:45]3[CH:44]([CH2:43][O:42][Si:41]([C:38]([CH3:37])([CH3:39])[CH3:40])([CH3:54])[CH3:55])[CH2:53][N:52]4[CH:47]([CH2:46]3)[CH2:48][O:49][CH2:50][CH2:51]4)[cH:22][c:23]2-[c:24]2[c:25]([Cl:31])[cH:26][c:27]([F:30])[cH:28][cH:29]2)([CH3:33])[CH3:34])[cH:6][c:7]([C:9]([F:10])([F:11])[F:12])[cH:8]1)([F:35])[F:36]. Starting materials: CON(C)C(=O)C1CC1c1cc(F)ccc1Br, Cl, [K+], C1COCCO1, [OH-]. The product is O=C(O)C1CC1c1cc(F)ccc1Br. RXN SMILES: [Br:1][c:2]1[c:3]([CH:9]2[CH:10]([C:12](=[O:13])[N:14]([O:15][CH3:16])[CH3:17])[CH2:11]2)[cH:4][c:5]([F:8])[cH:6][cH:7]1.[ClH:20].[K+:19].[O:21]1[CH2:22][CH2:23][O:24][CH2:25][CH2:26]1.[OH-:18]>>[Br:1][c:2]1[c:3]([CH:9]2[CH:10]([C:12]([OH:13])=[O:18])[CH2:11]2)[cH:4][c:5]([F:8])[cH:6][cH:7]1. Starting materials: ClC1=NC2=CC(=CC=C2C(=C1)Cl)SC=1C=C(C=CC1)C1(CCOCC1)C#N (4-[3-(2,4-Dichloro-quinolin-7-ylsulfanyl)-phenyl]-tetrahydro-pyran-4-carbonitrile), C(C1=CC=CC=C1)(C1=CC=CC=C1)=N (benzophenone imine), CC(C)([O-])C.[Na+] (sodium tert-butoxide), C=1C=CC(=CC1)P(C=2C=CC=CC2)C3=CC=C4C=CC=CC4=C3C5=C6C=CC=CC6=CC=C5P(C=7C=CC=CC7)C=8C=CC=CC8 (BINAP). Reagents/catalysts: C=1C=CC(=CC1)/C=C/C(=O)/C=C/C2=CC=CC=C2.C=1C=CC(=CC1)/C=C/C(=O)/C=C/C2=CC=CC=C2.C=1C=CC(=CC1)/C=C/C(=O)/C=C/C2=CC=CC=C2.[Pd].[Pd] (Pd2dba3). Run in C1(=CC=CC=C1)C (toluene), CCOC(=O)C (EtOAc), O (water). Run at temperature 80 celsius. The product is C(C1=CC=CC=C1)(C1=CC=CC=C1)=NC1=NC2=CC(=CC=C2C(=C1)Cl)SC=1C=C(C=CC1)C1(CCOCC1)C#N (4-{3-[2-(Benzhydrylidene-amino)-4-chloro-quinolin-7-ylsulfanyl]-phenyl}-tetrahydro-pyran-4-carbonitrile). RXN SMILES: Cl[C:2]1[CH:11]=[C:10]([Cl:12])[C:9]2[C:4](=[CH:5][C:6]([S:13][C:14]3[CH:15]=[C:16]([C:20]4([C:26]#[N:27])[CH2:25][CH2:24][O:23][CH2:22][CH2:21]4)[CH:17]=[CH:18][CH:19]=3)=[CH:7][CH:8]=2)[N:3]=1.[C:28](=[NH:41])([C:35]1[CH:40]=[CH:39][CH:38]=[CH:37][CH:36]=1)[C:29]1[CH:34]=[CH:33][CH:32]=[CH:31][CH:30]=1.CC(C)([O-])C.[Na+].C1C=CC(P(C2C(C3C(P(C4C=CC=CC=4)C4C=CC=CC=4)=CC=C4C=3C=CC=C4)=C3C(C=CC=C3)=CC=2)C2C=CC=CC=2)=CC=1>C1(C)C=CC=CC=1.CCOC(C)=O.O.C1C=CC(/C=C/C(/C=C/C2C=CC=CC=2)=O)=CC=1.C1C=CC(/C=C/C(/C=C/C2C=CC=CC=2)=O)=CC=1.C1C=CC(/C=C/C(/C=C/C2C=CC=CC=2)=O)=CC=1.[Pd].[Pd]>[C:28](=[N:41][C:2]1[CH:11]=[C:10]([Cl:12])[C:9]2[C:4](=[CH:5][C:6]([S:13][C:14]3[CH:15]=[C:16]([C:20]4([C:26]#[N:27])[CH2:21][CH2:22][O:23][CH2:24][CH2:25]4)[CH:17]=[CH:18][CH:19]=3)=[CH:7][CH:8]=2)[N:3]=1)([C:35]1[CH:36]=[CH:37][CH:38]=[CH:39][CH:40]=1)[C:29]1[CH:34]=[CH:33][CH:32]=[CH:31][CH:30]=1 |f:2.3,8.9.10.11.12|. Procedure details: 1q (2.2 g, 5.3 mmol), benzophenone imine (1.1 g, 5.8 mmol), and sodium tert-butoxide (620 mg, 6.5 mmol) were dissolved in toluene (50 mL). Pd2dba3 (98 mg, 0.11 mmol) and BINAP (270 mg, 0.43 mmol) were added, and the reaction was heated to 80° C. for 2 hours. After cooling to room temperature, the mixture was diluted with EtOAc and water, and the aqueous layer was extracted with EtOAc. The combined organic layers were washed with water, dried over MgSO4, filtered, and concentrated to give the des... The reactants are O(C1=CC=CC=C1)C1=CC=C(C=C1)CC#N (4-phenoxyphenylacetonitrile), C[Si](C)(C)N=[N+]=[N-] (trimethylsilylazide), C(CCC)[Sn](CCCC)=O (dibutyltin oxide), [OH-].[Na+] (sodium hydroxide). Solvent: C1(=CC=CC=C1)C (toluene). The product is O(C1=CC=CC=C1)C1=CC=C(C=C1)CC1=NN=NN1 (5-(4-phenoxyphenylmethyl)-1H-tetrazole). Reaction SMILES: [O:1]([C:8]1[CH:13]=[CH:12][C:11]([CH2:14][C:15]#[N:16])=[CH:10][CH:9]=1)[C:2]1[CH:7]=[CH:6][CH:5]=[CH:4][CH:3]=1.C[Si]([N:21]=[N+:22]=[N-:23])(C)C.C([Sn](=O)CCCC)CCC.[OH-].[Na+]>C1(C)C=CC=CC=1>[O:1]([C:8]1[CH:9]=[CH:10][C:11]([CH2:14][C:15]2[NH:23][N:22]=[N:21][N:16]=2)=[CH:12][CH:13]=1)[C:2]1[CH:7]=[CH:6][CH:5]=[CH:4][CH:3]=1 |f:3.4|. Procedure: To a solution of 4-phenoxyphenylacetonitrile (1.16 g) in anhydrous toluene (30 ml) was added trimethylsilylazide (1.1 ml) and dibutyltin oxide (0.19 g). The mixture was heated to reflux for 19 hours then allowed to cool to room temperature. The reaction mixture was then added to 1M sodium hydroxide (100 ml) and washed with diethyl ether (3×50 ml). The aqueous layer was acidified with concentrated hydrochloric acid (30 ml) then washed with 5:1 ethyl acetate/tetrahydrofuran (60 ml) and ethyl aceta... The reactants are CC(C)=O, CCO, [H][H], NC(CO)Cc1ccccc1, O=[Pt]. The product is CC(C)NC(CO)Cc1ccccc1. Reaction SMILES: [CH3:14][C:15]([CH3:16])=[O:17].[CH3:18][CH2:19][OH:20].[H:12][H:13].[NH2:1][CH:2]([CH2:3][c:4]1[cH:5][cH:6][cH:7][cH:8][cH:9]1)[CH2:10][OH:11].[Pt:21]=[O:22]>>[NH:1]([CH:2]([CH2:3][c:4]1[cH:5][cH:6][cH:7][cH:8][cH:9]1)[CH2:10][OH:11])[CH:15]([CH3:14])[CH3:16].